This data is from the Open Reaction Database (ORD), a public repository of structured organic reaction records. The task is: describe an organic reaction: reactants, conditions, products, and yield The reactants are CC1(C)OB(c2cn[nH]c2)OC1(C)C, N#Cc1ccc(C2(c3ccc(Cl)cc3)CCNCC2)cc1, [Pd], c1ccc(P(c2ccccc2)c2ccccc2)cc1, c1ccc(P(c2ccccc2)c2ccccc2)cc1, c1ccc(P(c2ccccc2)c2ccccc2)cc1, c1ccc(P(c2ccccc2)c2ccccc2)cc1. The product is N#Cc1ccc(C2(c3ccc(-c4cn[nH]c4)cc3)CCNCC2)cc1. RXN SMILES: [CH3:22][C:23]1([CH3:24])[C:25]([CH3:26])([CH3:27])[O:28][B:29]([c:30]2[cH:31][n:32][nH:33][cH:34]2)[O:35]1.[Cl:1][c:2]1[cH:3][cH:4][c:5]([C:8]2([c:14]3[cH:15][cH:16][c:17]([C:18]#[N:19])[cH:20][cH:21]3)[CH2:9][CH2:10][NH:11][CH2:12][CH2:13]2)[cH:6][cH:7]1.[Pd:36].[c:37]1([P:38]([c:39]2[cH:40][cH:41][cH:42][cH:43][cH:44]2)[c:45]2[cH:46][cH:47][cH:48][cH:49][cH:50]2)[cH:51][cH:52][cH:53][cH:54][cH:55]1.[c:56]1([P:57]([c:58]2[cH:59][cH:60][cH:61][cH:62][cH:63]2)[c:64]2[cH:65][cH:66][cH:67][cH:68][cH:69]2)[cH:70][cH:71][cH:72][cH:73][cH:74]1.[c:75]1([P:76]([c:77]2[cH:78][cH:79][cH:80][cH:81][cH:82]2)[c:83]2[cH:84][cH:85][cH:86][cH:87][cH:88]2)[cH:89][cH:90][cH:91][cH:92][cH:93]1.[c:94]1([P:95]([c:96]2[cH:97][cH:98][cH:99][cH:100][cH:101]2)[c:102]2[cH:103][cH:104][cH:105][cH:106][cH:107]2)[cH:108][cH:109][cH:110][cH:111][cH:112]1>>[c:2]1(-[c:30]2[cH:31][nH:32][n:33][cH:34]2)[cH:3][cH:4][c:5]([C:8]2([c:14]3[cH:15][cH:16][c:17]([C:18]#[N:19])[cH:20][cH:21]3)[CH2:9][CH2:10][NH:11][CH2:12][CH2:13]2)[cH:6][cH:7]1. Starting materials: ice, [N+](=O)(O)[O-] (nitric acid), C12(CC3CC(CC(C1)C3)C2)C2=CC=C(OCCCC(=O)O)C=C2 (4-[4-(1-adamantyl)-phenoxy]-butyric acid). Solvent: C(C)(=O)O (acetic acid), C(C)(=O)O (acetic acid), C(Cl)Cl (methylene chloride). Yields the product [N+](=O)([O-])C1=C(OCCCC(=O)O)C=CC(=C1)C12CC3CC(CC(C1)C3)C2 (4-[2-nitro-4-(1-adamantyl)-phenoxy]-butyric acid), methylene chloride petroleum ether, C(CCC)(=O)O (butyric acid). Reaction SMILES: [N+:1]([O-:4])(O)=[O:2].[C:5]12([C:15]3[CH:27]=[CH:26][C:18]([O:19][CH2:20][CH2:21][CH2:22][C:23]([OH:25])=[O:24])=[CH:17][CH:16]=3)[CH2:14][CH:9]3[CH2:10][CH:11]([CH2:13][CH:7]([CH2:8]3)[CH2:6]1)[CH2:12]2>C(O)(=O)C.C(Cl)Cl>[N+:1]([C:26]1[CH:27]=[C:15]([C:5]23[CH2:6][CH:7]4[CH2:8][CH:9]([CH2:10][CH:11]([CH2:13]4)[CH2:12]2)[CH2:14]3)[CH:16]=[CH:17][C:18]=1[O:19][CH2:20][CH2:21][CH2:22][C:23]([OH:25])=[O:24])([O-:4])=[O:2].[C:23]([OH:25])(=[O:24])[CH2:22][CH2:21][CH3:20]. Reported procedure: 120 ml of fuming nitric acid in 40 ml of glacial acetic acid are added dropwise to a solution of 31.4 g of 4-[4-(1-adamantyl)-phenoxy]-butyric acid in 100 ml of glacial acetic acid and 30 ml of methylene chloride at -5° C, whilst stirring in an aqueous atmosphere. After completion of the addition, the mixture is stirred for a further 15 minutes at -5° C and 30 minutes at -3° C. The reaction mixture is then poured onto 1 kg of ice and extracted with 3 times 200 ml of methylene chloride. The organ... Starting materials: Cn1cc(C2=C(c3cn(C)c4cc(Br)ccc34)C(=O)NC2=O)c2ccccc21, O=C([O-])[O-], [Na+], [Na+], C1COCCO1, c1ccc(P(c2ccccc2)(c2ccccc2)[Pd](P(c2ccccc2)(c2ccccc2)c2ccccc2)(P(c2ccccc2)(c2ccccc2)c2ccccc2)P(c2ccccc2)(c2ccccc2)c2ccccc2)cc1, OB(O)c1ccsc1. Yields the product Cn1cc(C2=C(c3cn(C)c4cc(-c5ccsc5)ccc34)C(=O)NC2=O)c2ccccc21. Reaction SMILES: [Br:1][c:2]1[cH:3][cH:4][c:5]2[c:6]([C:12]3=[C:16]([c:17]4[cH:18][n:19]([CH3:26])[c:20]5[cH:21][cH:22][cH:23][cH:24][c:25]45)[C:15](=[O:27])[NH:14][C:13]3=[O:28])[cH:7][n:8]([CH3:11])[c:9]2[cH:10]1.[C:37](=[O:38])([O-:39])[O-:40].[Na+:41].[Na+:42].[O:43]1[CH2:44][CH2:45][O:46][CH2:47][CH2:48]1.[cH:49]1[cH:50][cH:51][c:52]([P:53]([Pd:54]([P:55]([c:56]2[cH:57][cH:58][cH:59][cH:60][cH:61]2)([c:62]2[cH:63][cH:64][cH:65][cH:66][cH:67]2)[c:68]2[cH:69][cH:70][cH:71][cH:72][cH:73]2)([P:74]([c:75]2[cH:76][cH:77][cH:78][cH:79][cH:80]2)([c:81]2[cH:82][cH:83][cH:84][cH:85][cH:86]2)[c:87]2[cH:88][cH:89][cH:90][cH:91][cH:92]2)[P:93]([c:94]2[cH:95][cH:96][cH:97][cH:98][cH:99]2)([c:100]2[cH:101][cH:102][cH:103][cH:104][cH:105]2)[c:106]2[cH:107][cH:108][cH:109][cH:110][cH:111]2)([c:112]2[cH:113][cH:114][cH:115][cH:116][cH:117]2)[c:118]2[cH:119][cH:120][cH:121][cH:122][cH:123]2)[cH:124][cH:125]1.[s:29]1[cH:30][c:31]([B:34]([OH:35])[OH:36])[cH:32][cH:33]1>>[c:2]1(-[c:31]2[cH:30][s:29][cH:33][cH:32]2)[cH:3][cH:4][c:5]2[c:6]([C:12]3=[C:16]([c:17]4[cH:18][n:19]([CH3:26])[c:20]5[cH:21][cH:22][cH:23][cH:24][c:25]45)[C:15](=[O:27])[NH:14][C:13]3=[O:28])[cH:7][n:8]([CH3:11])[c:9]2[cH:10]1.